Task: describe an organic reaction: reactants, conditions, products, and yield. Dataset: the Open Reaction Database (ORD), a public repository of structured organic reaction records Yields the product CCCOc1nc(N2CCN(C)CC2NC)ncc1SC, Cl. RXN SMILES: [CH2:20]([CH2:21][CH3:22])[OH:23].[CH3:1][NH:2][CH:3]1[N:4]([c:10]2[n:11][c:12]([Cl:18])[c:13]([S:16][CH3:17])[cH:14][n:15]2)[CH2:5][CH2:6][N:7]([CH3:9])[CH2:8]1.[OH2:19]>>[CH3:1][NH:2][CH:3]1[N:4]([c:10]2[n:11][c:12]([O:23][CH2:20][CH2:21][CH3:22])[c:13]([S:16][CH3:17])[cH:14][n:15]2)[CH2:5][CH2:6][N:7]([CH3:9])[CH2:8]1.[ClH:18]. Reactants: CCCO, CNC1CN(C)CCN1c1ncc(SC)c(Cl)n1, O. Reactants: ice, C1CC(=O)N(C1=O)Br (NBS), ice, ice, ice, C(C)OC(C(C(=O)OCC)CC1CC1)=O (2-cyclopropylmethylmalonic acid diethyl ester), [H-].[Na+] (sodium hydride). The solvent is C1CCOC1 (THF). Run at time 15 minute. The product is C(C)OC(C(C(=O)OCC)(CC1CC1)Br)=O (2-Bromo-2-cyclopropylmethylmalonic acid diethyl ester). Yield: 87.1%. As a reaction SMILES: [CH2:1]([O:3][C:4](=[O:15])[CH:5]([CH2:11][CH:12]1[CH2:14][CH2:13]1)[C:6]([O:8][CH2:9][CH3:10])=[O:7])[CH3:2].[H-].[Na+].C1C(=O)N([Br:25])C(=O)C1>C1COCC1>[CH2:9]([O:8][C:6](=[O:7])[C:5]([Br:25])([CH2:11][CH:12]1[CH2:13][CH2:14]1)[C:4]([O:3][CH2:1][CH3:2])=[O:15])[CH3:10] |f:1.2|. Procedure details: To an ice-cooled solution of 2-cyclopropylmethylmalonic acid diethyl ester (1.3 g, 6.067 mmol) in THF (45 mL) was added, portionwise, sodium hydride (0.485 g, 60% in oil, 12.13 mmol). The mixture was stirred in the ice bath for 15 min, and then at RT for 15 min. The suspension was re-cooled in the ice bath and NBS (1.19 g, 6.67 mmol) was added over 5 min. The mixture was stirred in the ice bath for 10 min, and then at RT for 30 min. The reaction mixture was filtered through Celite® and the filtr... The reactants are N1(CCOCC1)C(=O)N1CC(CC(C1)C1=CC=C(C=C1)OC(F)(F)F)C(=O)O (1-(Morpholin-4-ylcarbonyl)-5-[4-(trifluoromethoxy)phenyl]piperidine-3-carboxylic acid), ClC=1C=C(C=CC1F)C(N)=NO (3-chloro-4-fluoro-N′-hydroxybenzenecarboximidamide). The product is ClC=1C=C(C=CC1F)C1=NOC(=N1)C1CN(CC(C1)C1=CC=C(C=C1)OC(F)(F)F)C(=O)N1CCOCC1 (4-({3-[3-(3-Chloro-4-fluorophenyl)-1,2,4-oxadiazol-5-yl]-5-[4-(trifluoromethoxy)phenyl]piperidin-1-yl}carbonyl)morpholine). As a reaction SMILES: [N:1]1([C:7]([N:9]2[CH2:14][CH:13]([C:15]3[CH:20]=[CH:19][C:18]([O:21][C:22]([F:25])([F:24])[F:23])=[CH:17][CH:16]=3)[CH2:12][CH:11]([C:26](O)=[O:27])[CH2:10]2)=[O:8])[CH2:6][CH2:5][O:4][CH2:3][CH2:2]1.[Cl:29][C:30]1[CH:31]=[C:32]([C:37](=[N:39]O)[NH2:38])[CH:33]=[CH:34][C:35]=1[F:36]>>[Cl:29][C:30]1[CH:31]=[C:32]([C:37]2[N:39]=[C:26]([CH:11]3[CH2:12][CH:13]([C:15]4[CH:20]=[CH:19][C:18]([O:21][C:22]([F:23])([F:24])[F:25])=[CH:17][CH:16]=4)[CH2:14][N:9]([C:7]([N:1]4[CH2:6][CH2:5][O:4][CH2:3][CH2:2]4)=[O:8])[CH2:10]3)[O:27][N:38]=2)[CH:33]=[CH:34][C:35]=1[F:36]. Procedure details: 80 mg (0.20 mmol) of 1-(morpholin-4-ylcarbonyl)-5-[4-(trifluoromethoxy)phenyl]piperidine-3-carboxylic acid (Example 44A) and 41 mg (0.22 mmol, 1.1 eq.) of 3-chloro-4-fluoro-N′-hydroxybenzenecarboximidamide were reacted according to the General Method 1. Yield: 51 mg (46% of theory) The reactants are ClC1=CC2=NC=CN=C2C(=N1)NC[C@H]1CN(CCC1)C(=O)OC(C)(C)C ((S)-tert-butyl 3-((7-chloropyrido[4,3-b]pyrazin-5-ylamino)methyl)piperidine-1-carboxylate), O1CCN(CC1)C1=CC=C(C=C1)B(O)O (4-morpholinophenylboronic acid), C(=O)([O-])[O-].[Cs+].[Cs+] (Cs2CO3). Reagents/catalysts: Cl[Pd]Cl (PdCl2). Run in C(OC)COC.C(C)O (dimethoxyethane ethanol). Conditions: temperature 160 celsius, time 45 minute. Product: O1CCN(CC1)C1=CC=C(C=C1)C1=CC2=NC=CN=C2C(=N1)NC[C@H]1CN(CCC1)C(=O)OC(C)(C)C ((S)-tert-butyl 3-((7-(4-morpholinophenyl)pyrido[4,3-b]pyrazin-5-ylamino)methyl)piperidine-1-carboxylate). Yield: 73.0%. As a reaction SMILES: Cl[C:2]1[N:11]=[C:10]([NH:12][CH2:13][C@@H:14]2[CH2:19][CH2:18][CH2:17][N:16]([C:20]([O:22][C:23]([CH3:26])([CH3:25])[CH3:24])=[O:21])[CH2:15]2)[C:9]2[C:4](=[N:5][CH:6]=[CH:7][N:8]=2)[CH:3]=1.[O:27]1[CH2:32][CH2:31][N:30]([C:33]2[CH:38]=[CH:37][C:36](B(O)O)=[CH:35][CH:34]=2)[CH2:29][CH2:28]1.C([O-])([O-])=O.[Cs+].[Cs+]>C(COC)OC.C(O)C.Cl[Pd]Cl>[O:27]1[CH2:32][CH2:31][N:30]([C:33]2[CH:38]=[CH:37][C:36]([C:2]3[N:11]=[C:10]([NH:12][CH2:13][C@@H:14]4[CH2:19][CH2:18][CH2:17][N:16]([C:20]([O:22][C:23]([CH3:26])([CH3:25])[CH3:24])=[O:21])[CH2:15]4)[C:9]4[C:4](=[N:5][CH:6]=[CH:7][N:8]=4)[CH:3]=3)=[CH:35][CH:34]=2)[CH2:29][CH2:28]1 |f:2.3.4,5.6|. Procedure: A mixture of (S)-tert-butyl 3-((7-chloropyrido[4,3-b]pyrazin-5-ylamino)methyl)piperidine-1-carboxylate (0.15 mmol), 4-morpholinophenylboronic acid (0.23 mmol), PdCl2 (dppf) (0.015 mmol) and Cs2CO3 (0.30 mmol) in dimethoxyethane/ethanol was sealed in a microwave reaction and stirred at 160° C. for 45 minutes in a microwave reactor. The mixture was cooled to room temperature, concentrated, and purified by chromatography to afford the title compound (73% yield). MS (m/z): 505 (M+H)+. Reactants: O=S(=O)(NC1CC(C=CCCCBr)N(S(=O)(=O)c2ccc(Cl)cc2)C1)c1ccc(Cl)cc1, CCOP(OCC)OCC. Product: CCOP(=O)(CCCC=CC1CC(NS(=O)(=O)c2ccc(Cl)cc2)CN1S(=O)(=O)c1ccc(Cl)cc1)OCC. Reaction SMILES: [Br:1][CH2:2][CH2:3][CH2:4][CH:5]=[CH:6][CH:7]1[N:8]([S:23](=[O:24])(=[O:25])[c:26]2[cH:27][cH:28][c:29]([Cl:32])[cH:30][cH:31]2)[CH2:9][CH:10]([NH:12][S:13](=[O:14])(=[O:15])[c:16]2[cH:17][cH:18][c:19]([Cl:22])[cH:20][cH:21]2)[CH2:11]1.[P:33]([O:34][CH2:35][CH3:36])([O:37][CH2:38][CH3:39])[O:40][CH2:41][CH3:42]>>[CH2:2]([CH2:3][CH2:4][CH:5]=[CH:6][CH:7]1[N:8]([S:23](=[O:24])(=[O:25])[c:26]2[cH:27][cH:28][c:29]([Cl:32])[cH:30][cH:31]2)[CH2:9][CH:10]([NH:12][S:13](=[O:14])(=[O:15])[c:16]2[cH:17][cH:18][c:19]([Cl:22])[cH:20][cH:21]2)[CH2:11]1)[P:33]([O:34][CH2:35][CH3:36])([O:37][CH2:38][CH3:39])=[O:40]. Reactants: N1C=C(C2=CC=CC=C12)C1C(NCCN1)=O (3-(3-indolyl)-piperazin-2-one), COC=O (methylformate). Product: N1C=C(C2=CC=CC=C12)C1C(NCCN1C=O)=O (3-(3-indolyl)-4-formylpiperazin-2-one). Reaction SMILES: [NH:1]1[C:9]2[C:4](=[CH:5][CH:6]=[CH:7][CH:8]=2)[C:3]([CH:10]2[NH:15][CH2:14][CH2:13][NH:12][C:11]2=[O:16])=[CH:2]1.[CH3:17][O:18]C=O>>[NH:1]1[C:9]2[C:4](=[CH:5][CH:6]=[CH:7][CH:8]=2)[C:3]([CH:10]2[N:15]([CH:17]=[O:18])[CH2:14][CH2:13][NH:12][C:11]2=[O:16])=[CH:2]1. Procedure details: 21.5 g (0.1 mol) of 3-(3-indolyl)-piperazin-2-one (Example 30) are formylated with methylformate, as described in Example 5. Reactants: CO, CN1CCC(=O)CC1, NN, O. Product: CN1CCC(=NN)CC1. RXN SMILES: [CH3:12][OH:13].[CH3:1][N:2]1[CH2:3][CH2:4][C:5](=[O:8])[CH2:6][CH2:7]1.[NH2:10][NH2:11].[OH2:9]>>[CH3:1][N:2]1[CH2:3][CH2:4][C:5](=[N:10][NH2:11])[CH2:6][CH2:7]1. The reactants are N1=CC=C(C=C1)C=1OC2=C(N1)C=CC=C2C(=O)OC (Methyl 2-(pyridin-4-yl)benzo[d]oxazole-7-carboxylate), O.[NH4+] (ammonium water). Yields the product N1=CC=C(C=C1)C=1OC2=C(N1)C=CC=C2C(=O)N (2-(pyridin-4-yl)benzo[d]oxazole-7-carboxamide). The yield is 33.0%. RXN SMILES: [N:1]1[CH:6]=[CH:5][C:4]([C:7]2[O:8][C:9]3[C:15]([C:16]([O:18]C)=O)=[CH:14][CH:13]=[CH:12][C:10]=3[N:11]=2)=[CH:3][CH:2]=1.O.[NH4+:21]>>[N:1]1[CH:6]=[CH:5][C:4]([C:7]2[O:8][C:9]3[C:15]([C:16]([NH2:21])=[O:18])=[CH:14][CH:13]=[CH:12][C:10]=3[N:11]=2)=[CH:3][CH:2]=1 |f:1.2|. Procedure details: Methyl 2-(pyridin-4-yl)benzo[d]oxazole-7-carboxylate (130 mg, 0.51 mmol) in ammonium water (15 mL) was stirred at 25° C. overnight. The solvent was removed under reduced pressure. The crude product was purified by pre-HPLC to obtain 2-(pyridin-4-yl)benzo[d]oxazole-7-carboxamide as a solid (41 mg, yield 33%). 1H-NMR (400 MHz, DMSO-d6) δ 7.56-7.60 (t, J=8 Hz, 3H), 7.66-7.69 (q, 3H), 7.99-8.05 (q, 3H), 8.45 (s, 1H), 8.65-8.67 (d, J=8 Hz, 1H), 8.83-8.84 (d, J=4 Hz, 1H), 9.47 (s, 1H); LC-MS (ESI) m/z...